Dataset: the Open Reaction Database (ORD), a public repository of structured organic reaction records. Task: describe an organic reaction: reactants, conditions, products, and yield The reactants are C(C)(C)(C)OC(NC1=C(C=C(C(=C1)N(C)C(C)C)C(F)(F)F)NC(CC(=O)C1=CC(=CC=C1)C1=CC(=NC(=C1)C)C)=O)=O ([2-{3-[3-(2,6-dimethyl-pyridin-4-yl)-phenyl]-3-oxo-propionylamino}-5-(isopropyl-methyl-amino)-4-trifluoromethyl-phenyl]-carbamic acid tert-butyl ester), C(=O)(C(F)(F)F)O (TFA). Solvent: C(Cl)Cl (CH2Cl2). The product is CC1=NC(=CC(=C1)C=1C=C(C=CC1)C1=NC2=C(NC(C1)=O)C=C(C(=C2)N(C)C(C)C)C(F)(F)F)C (4-[3-(2,6-Dimethyl-pyridin-4-yl)-phenyl]-7-(isopropyl-methyl-amino)-8-trifluoromethyl-1,3-dihydro-benzo[b][1,4]diazepin-2-one), solid. Isolated yield 90.0%. As a reaction SMILES: C(OC(=O)[NH:7][C:8]1[CH:13]=[C:12]([N:14]([CH:16]([CH3:18])[CH3:17])[CH3:15])[C:11]([C:19]([F:22])([F:21])[F:20])=[CH:10][C:9]=1[NH:23][C:24](=[O:42])[CH2:25][C:26]([C:28]1[CH:33]=[CH:32][CH:31]=[C:30]([C:34]2[CH:39]=[C:38]([CH3:40])[N:37]=[C:36]([CH3:41])[CH:35]=2)[CH:29]=1)=O)(C)(C)C.C(O)(C(F)(F)F)=O>C(Cl)Cl>[CH3:41][C:36]1[CH:35]=[C:34]([C:30]2[CH:29]=[C:28]([C:26]3[CH2:25][C:24](=[O:42])[NH:23][C:9]4[CH:10]=[C:11]([C:19]([F:21])([F:22])[F:20])[C:12]([N:14]([CH:16]([CH3:18])[CH3:17])[CH3:15])=[CH:13][C:8]=4[N:7]=3)[CH:33]=[CH:32][CH:31]=2)[CH:39]=[C:38]([CH3:40])[N:37]=1. Procedure: The title compound was prepared from [2-{3-[3-(2,6-dimethyl-pyridin-4-yl)-phenyl]-3-oxo-propionylamino}-5-(isopropyl-methyl-amino)-4-trifluoromethyl-phenyl]-carbamic acid tert-butyl ester (Example M307) (0.43 g, 0.72 mmol) by treatment with TFA in CH2Cl2 according to the general procedure N. Obtained as a light brown solid (310 mg, 90%). Starting materials: Cc1ncc2ccc3cc(Br)ccc3n12, C1COCCO1, CCN(C(C)C)C(C)C, N#CC1(c2cc(F)cc(S)c2)CCOCC1, O=C(C=Cc1ccccc1)C=Cc1ccccc1, O=C(C=Cc1ccccc1)C=Cc1ccccc1, O=C(C=Cc1ccccc1)C=Cc1ccccc1, [Pd], [Pd], CC1(C)c2cccc(P(c3ccccc3)c3ccccc3)c2Oc2c(P(c3ccccc3)c3ccccc3)cccc21. Yields the product Cc1ncc2ccc3cc(Sc4cc(F)cc(C5(C#N)CCOCC5)c4)ccc3n12. Reaction SMILES: [Br:1][c:2]1[cH:3][c:4]2[cH:5][cH:6][c:7]3[n:8]([c:9]2[cH:10][cH:11]1)[c:12]([CH3:15])[n:13][cH:14]3.[CH2:83]1[O:84][CH2:85][CH2:86][O:87][CH2:88]1.[CH:32]([N:33]([CH2:34][CH3:35])[CH:36]([CH3:37])[CH3:38])([CH3:39])[CH3:40].[F:16][c:17]1[cH:18][c:19]([C:24]2([C:30]#[N:31])[CH2:25][CH2:26][O:27][CH2:28][CH2:29]2)[cH:20][c:21]([SH:23])[cH:22]1.[O:109]=[C:110]([CH:111]=[CH:112][c:113]1[cH:114][cH:115][cH:116][cH:117][cH:118]1)[CH:119]=[CH:120][c:121]1[cH:122][cH:123][cH:124][cH:125][cH:126]1.[O:127]=[C:128]([CH:129]=[CH:130][c:131]1[cH:132][cH:133][cH:134][cH:135][cH:136]1)[CH:137]=[CH:138][c:139]1[cH:140][cH:141][cH:142][cH:143][cH:144]1.[O:91]=[C:92]([CH:93]=[CH:94][c:95]1[cH:96][cH:97][cH:98][cH:99][cH:100]1)[CH:101]=[CH:102][c:103]1[cH:104][cH:105][cH:106][cH:107][cH:108]1.[Pd:89].[Pd:90].[c:41]1([P:42]([c:43]2[cH:44][cH:45][cH:46][cH:47][cH:48]2)[c:49]2[c:50]3[c:74]([cH:75][cH:76][cH:77]2)[C:71]([CH3:72])([CH3:73])[c:53]2[c:52]([c:57]([P:58]([c:59]4[cH:60][cH:61][cH:62][cH:63][cH:64]4)[c:65]4[cH:66][cH:67][cH:68][cH:69][cH:70]4)[cH:56][cH:55][cH:54]2)[O:51]3)[cH:78][cH:79][cH:80][cH:81][cH:82]1>>[c:2]1([S:23][c:21]2[cH:20][c:19]([C:24]3([C:30]#[N:31])[CH2:25][CH2:26][O:27][CH2:28][CH2:29]3)[cH:18][c:17]([F:16])[cH:22]2)[cH:3][c:4]2[cH:5][cH:6][c:7]3[n:8]([c:9]2[cH:10][cH:11]1)[c:12]([CH3:15])[n:13][cH:14]3.